From a dataset of the Open Reaction Database (ORD), a public repository of structured organic reaction records. describe an organic reaction: reactants, conditions, products, and yield Reactants: COC=1C=NC(=CC1)/C=C/C(=O)OC (methyl (E)-3-(3-methoxy-6-pyridyl)acrylate), [OH-].[K+] (potassium hydroxide), Cl (hydrochloric acid). Run in CO (methanol). Conditions: time 20 hour. The product is COC=1C=NC(=CC1)/C=C/C(=O)O ((E)-3-(3-methoxy-6-pyridyl)acrylic acid). Isolated yield 69.8%. Reaction SMILES: [CH3:1][O:2][C:3]1[CH:4]=[N:5][C:6](/[CH:9]=[CH:10]/[C:11]([O:13]C)=[O:12])=[CH:7][CH:8]=1.[OH-].[K+].Cl>CO>[CH3:1][O:2][C:3]1[CH:4]=[N:5][C:6](/[CH:9]=[CH:10]/[C:11]([OH:13])=[O:12])=[CH:7][CH:8]=1 |f:1.2|. Procedure: To 429 mg (2.22 mmol) of methyl (E)-3-(3-methoxy-6-pyridyl)acrylate were added 12 ml of methanol and 1.11 ml of a 4N potassium hydroxide aqueous solution, and the mixture was stirred at room temperature for 20 hours. To the reaction mixture was added 1N hydrochloric acid, and the solution was extracted with ethyl acetate and with chloroform. The ethyl acetate layer and the chloroform layer were separately washed with a saturated aqueous solution of sodium chloride. The combined organic layer was... Reaction conditions: time 30 minute. Procedure details: A solution (0.1 M) of methyl 12-cyclohexyl-6-oxo-6,7-dihydro-5H-thieno[2′,3′:4,5]pyrrolo[1,2-d][1,4]benzodiazepine-10-carboxylate (from Step 4) in DMF was treated with sodium hydride (1.5 eq., 60% suspension in mineral oil) at 0° C. and then stirred at RT for 30 min. 2-Chloro-N,N-dimethylethylamine (2.0 eq.) was added and the solution stirred at 45° C. for 2 h. After cooling to RT, the suspension was diluted with EtOAc and washed with water, and brine. The organic phase was dried over sodium sul... Solvent: CCOC(=O)C (EtOAc), CN(C)C=O (DMF). Starting materials: C1(CCCCC1)C=1C2=C(N3CC(NC4=C(C31)C=CC=C4)=O)C=C(S2)C(=O)OC (methyl 12-cyclohexyl-6-oxo-6,7-dihydro-5H-thieno[2′,3′:4,5]pyrrolo[1,2-d][1,4]benzodiazepine-10-carboxylate), [H-].[Na+] (sodium hydride), ClCCN(C)C (2-Chloro-N,N-dimethylethylamine). The product is C1(CCCCC1)C=1C2=C(N3CC(N(C4=C(C31)C=CC=C4)CCN(C)C)=O)C=C(S2)C(=O)OC (methyl 12-cyclohexyl-5-[2-(dimethylamino)ethyl]-6-oxo-6,7-dihydro-5H-thieno[2′,3′:4,5]pyrrolo[1,2-d][1,4]benzodiazepine-10-carboxylate). RXN SMILES: [CH:1]1([C:7]2[C:8]3[S:24][C:23]([C:25]([O:27][CH3:28])=[O:26])=[CH:22][C:9]=3[N:10]3[C:16]=2[C:15]2[CH:17]=[CH:18][CH:19]=[CH:20][C:14]=2[NH:13][C:12](=[O:21])[CH2:11]3)[CH2:6][CH2:5][CH2:4][CH2:3][CH2:2]1.[H-].[Na+].Cl[CH2:32][CH2:33][N:34]([CH3:36])[CH3:35]>CN(C=O)C.CCOC(C)=O>[CH:1]1([C:7]2[C:8]3[S:24][C:23]([C:25]([O:27][CH3:28])=[O:26])=[CH:22][C:9]=3[N:10]3[C:16]=2[C:15]2[CH:17]=[CH:18][CH:19]=[CH:20][C:14]=2[N:13]([CH2:32][CH2:33][N:34]([CH3:36])[CH3:35])[C:12](=[O:21])[CH2:11]3)[CH2:2][CH2:3][CH2:4][CH2:5][CH2:6]1 |f:1.2|. Procedure: A 5-liter flask equipped with a stirrer, dropping funnel and reflux tube was charged with 28.5 g (0.75 mol) of LiAlH4 and 2 liters of tetrahydrofuran, to which a solution of 237.0 g (0.75 mol) of methyl 12-hydroxyoctadecanate in 1 liter of tetrahydrofuran was added dropwise over 5 hours with stirring. After completion of the dropping, the stirring was continued further for 1 hour at 65° C. After the reaction mixture was then cooled, 90 ml of a 5% aqueous solution of KOH were added with stirring.... The yield is 86.4%. Reaction conditions: time 1 hour. As a reaction SMILES: [H-].[H-].[H-].[H-].[Li+].[Al+3].[OH:7][CH:8]([CH2:23][CH2:24][CH2:25][CH2:26][CH2:27][CH3:28])[CH2:9][CH2:10][CH2:11][CH2:12][CH2:13][CH2:14][CH2:15][CH2:16][CH2:17][CH2:18][C:19](OC)=[O:20].[OH-].[K+]>O1CCCC1>[CH2:19]([OH:20])[CH2:18][CH2:17][CH2:16][CH2:15][CH2:14][CH2:13][CH2:12][CH2:11][CH2:10][CH2:9][CH:8]([OH:7])[CH2:23][CH2:24][CH2:25][CH2:26][CH2:27][CH3:28] |f:0.1.2.3.4.5,7.8|. The product is C(CCCCCCCCCCC(CCCCCC)O)O (1,12-octadecanediol). Solvent: O1CCCC1 (tetrahydrofuran), O1CCCC1 (tetrahydrofuran). Starting materials: [H-].[H-].[H-].[H-].[Li+].[Al+3] (LiAlH4), OC(CCCCCCCCCCC(=O)OC)CCCCCC (methyl 12-hydroxyoctadecanate), aqueous solution, [OH-].[K+] (KOH). The reactants are Cl, CCCCOC(=O)c1ccc([N+](=O)[O-])cc1C(=O)OCCCC, [Na+], [OH-], O, [Zn], c1ccccc1. Yields the product CCCCOC(=O)c1ccc(N)cc1C(=O)OCCCC. As a reaction SMILES: [ClH:24].[N+:1]([O-:2])(=[O:3])[c:4]1[cH:5][c:6]([C:17](=[O:18])[O:19][CH2:20][CH2:21][CH2:22][CH3:23])[c:7]([C:8](=[O:9])[O:10][CH2:11][CH2:12][CH2:13][CH3:14])[cH:15][cH:16]1.[Na+:27].[OH-:26].[OH2:25].[Zn:34].[cH:28]1[cH:29][cH:30][cH:31][cH:32][cH:33]1>>[NH2:1][c:4]1[cH:5][c:6]([C:17](=[O:18])[O:19][CH2:20][CH2:21][CH2:22][CH3:23])[c:7]([C:8](=[O:9])[O:10][CH2:11][CH2:12][CH2:13][CH3:14])[cH:15][cH:16]1. Starting materials: COCC(C(=O)OC)(CO)C (methyl 2-methoxymethyl-2-methyl-3-hydroxypropionate), S(=O)(Cl)Cl (thionyl chloride), N1=CC=CC=C1 (pyridine). Run at temperature 60 celsius. The product is COCC(C(=O)OC)(CCl)C (methyl 2-methoxymethyl-2-methyl-3chloropropionate). Yield: 91.0%. RXN SMILES: [CH3:1][O:2][CH2:3][C:4]([CH3:11])([CH2:9]O)[C:5]([O:7][CH3:8])=[O:6].S(Cl)([Cl:14])=O.N1C=CC=CC=1>>[CH3:1][O:2][CH2:3][C:4]([CH3:11])([CH2:9][Cl:14])[C:5]([O:7][CH3:8])=[O:6]. Procedure: The methyl 2-methoxymethyl-2-methyl-3-hydroxypropionate was added at from 15° to 20° C. to 438 g (3.68 mol) of thionyl chloride, the temperature was then raised to 60° C. and the mixture was stirred until the evolution of gas had ended. Excess thionyl chloride was distilled off, 0.2 g (0.0025 mol) of pyridine was added to the residue, and the temperature was raised to 135° C. After the evolution of SO2 had ended, distillation gave 317.0 g (1.76 mol) of methyl 2-methoxymethyl-2-methyl-3chloroprop... The reactants are BrC(C(SC=1NC(=C(N1)C1=CC=C(C=C1)OC)C1=CC=C(C=C1)OC)(F)F)F (2-(2-bromo-1,1,2-trifluoroethylthio)-4,5-bis(p-methoxyphenyl) imidazole), C([O-])([O-])=O.[K+].[K+] (potassium carbonate), ice water. Run in CN(C=O)C (dimethylformamide). Reaction conditions: time 2 day. Yields the product FC1(C(N2C(S1)=NC(=C2C2=CC=C(C=C2)OC)C2=CC=C(C=C2)OC)F)F (2,3-Dihydro-2,2,3-trifluoro-5,6-bis(p-methoxyphenyl)imidazo-[2,1-b]thiazole). The yield is 89.2%. Reaction SMILES: Br[CH:2]([F:28])[C:3]([F:27])([F:26])[S:4][C:5]1[NH:6][C:7]([C:18]2[CH:23]=[CH:22][C:21]([O:24][CH3:25])=[CH:20][CH:19]=2)=[C:8]([C:10]2[CH:15]=[CH:14][C:13]([O:16][CH3:17])=[CH:12][CH:11]=2)[N:9]=1.C(=O)([O-])[O-].[K+].[K+]>CN(C)C=O>[F:26][C:3]1([F:27])[S:4][C:5]2=[N:6][C:7]([C:18]3[CH:23]=[CH:22][C:21]([O:24][CH3:25])=[CH:20][CH:19]=3)=[C:8]([C:10]3[CH:15]=[CH:14][C:13]([O:16][CH3:17])=[CH:12][CH:11]=3)[N:9]2[CH:2]1[F:28] |f:1.2.3|. Procedure details: A mixture of 0.95 g (2 mmoles) of 2-(2-bromo-1,1,2-trifluoroethylthio)-4,5-bis(p-methoxyphenyl) imidazole, 0.6 g (4 mmoles) potassium carbonate and 10 ml dimethylformamide was stirred at 50°-60° for 2 days. The mixture was poured into ice water. The aqueous mixture was extracted three times with ether. The ether was backwashed three times with water, then dried and concentrated on a rotary evaporator. The residue, 0.5 g of crystals, was combined with 0.3 g of product with precipitated from the a... The reactants are O=C(O)c1cc(NCc2ccccc2)c(-c2ccccc2)c([N+](=O)[O-])c1, O=C(O)c1cc(SCc2ccccn2)c(-c2ccccc2)c([N+](=O)[O-])c1. Yields the product Nc1cc(C(=O)O)cc(SCc2ccccn2)c1-c1ccccc1. Reaction SMILES: [CH2:1]([NH:2][c:3]1[cH:4][c:5]([C:18]([OH:19])=[O:20])[cH:6][c:7]([N+:8]([O-:9])=[O:10])[c:11]1-[c:12]1[cH:13][cH:14][cH:15][cH:16][cH:17]1)[c:21]1[cH:22][cH:23][cH:24][cH:25][cH:26]1.[N+:27]([O-:28])(=[O:29])[c:30]1[c:31](-[c:47]2[cH:48][cH:49][cH:50][cH:51][cH:52]2)[c:32]([S:39][CH2:40][c:41]2[n:42][cH:43][cH:44][cH:45][cH:46]2)[cH:33][c:34]([C:35](=[O:36])[OH:37])[cH:38]1>>[NH2:27][c:30]1[c:31](-[c:47]2[cH:48][cH:49][cH:50][cH:51][cH:52]2)[c:32]([S:39][CH2:40][c:41]2[n:42][cH:43][cH:44][cH:45][cH:46]2)[cH:33][c:34]([C:35](=[O:36])[OH:37])[cH:38]1.